Dataset: the Open Reaction Database (ORD), a public repository of structured organic reaction records. Task: describe an organic reaction: reactants, conditions, products, and yield The reactants are C1(=CC=C(C=C1)N(C1=CC=CC=C1)C(=O)[C@H]1[C@H](CCCC1)N)C (N-p-tolyl-cis-2-amino-1-cyclohexane-carboxanilide). Solvent: ClC1=CC=CC=C1 (chlorobenzene). Product: C1(=CC=C(C=C1)N1C=NC2CCCCC2C1=O)C (3-(p-tolyl)-4a,5,6,7,8,8a-hexahydroquinazoline-4(3H)-on). RXN SMILES: [C:1]1([CH3:23])[CH:6]=[CH:5][C:4]([N:7]([C:14]([C@@H:16]2[CH2:21][CH2:20][CH2:19][CH2:18][C@@H:17]2[NH2:22])=[O:15])[C:8]2C=CC=CC=2)=[CH:3][CH:2]=1>ClC1C=CC=CC=1>[C:1]1([CH3:23])[CH:6]=[CH:5][C:4]([N:7]2[C:14](=[O:15])[CH:16]3[CH:17]([CH2:18][CH2:19][CH2:20][CH2:21]3)[N:22]=[CH:8]2)=[CH:3][CH:2]=1. Reported procedure: N-p-tolyl-cis-2-amino-1-cyclohexane-carboxanilide (0.01 mole, 2.32 g.) is dissolved in chlorobenzene (40 ml.) and the solution, after the addition of ethyl-o-formiate (1.63 g.) is refluxed for 6 hours. The solvent is distilled off under reduced pressure. The residue is crystallized from petroleum ether. Thus a white, crystalline product, melting at 79° C. to 82° C. is obtained. Starting materials: OC=1C=C2[C@@H]3[C@H]([C@H](OC2=CC1)C1=CC=C(C=C1)O)CCC(C3)=O ((6S,6aR,10aS)-2-Hydroxy-6-(4-hydroxy-phenyl)-6,6a,7,8,10,10a-hexahydro-benzo[c]chromen-9-one), CC(C)([O-])C.[K+] (potassium tert-butoxide), C1CCOC1 (THF), 35, COCCl (methoxymethyl chloride). Run at time 1 hour. Product: COCOC=1C=C2C3C(C(OC2=CC1)C1=CC=C(C=C1)OCOC)CCC(C3)=O (2-Methoxymethoxy-6-(4-methoxymethoxy-phenyl)-6,6a,7,8,10,10a-hexahydro-benzo[c]chromen-9-one). RXN SMILES: [OH:1][C:2]1[CH:3]=[C:4]2[C:9](=[CH:10][CH:11]=1)[O:8][C@H:7]([C:12]1[CH:17]=[CH:16][C:15]([OH:18])=[CH:14][CH:13]=1)[C@@H:6]1[CH2:19][CH2:20][C:21](=[O:23])[CH2:22][C@H:5]21.CC(C)([O-])C.[K+].[CH3:30][O:31][CH2:32]Cl.C1[CH2:38][O:37][CH2:36]C1>>[CH3:30][O:31][CH2:32][O:1][C:2]1[CH:3]=[C:4]2[C:9](=[CH:10][CH:11]=1)[O:8][CH:7]([C:12]1[CH:13]=[CH:14][C:15]([O:18][CH2:36][O:37][CH3:38])=[CH:16][CH:17]=1)[CH:6]1[CH2:19][CH2:20][C:21](=[O:23])[CH2:22][CH:5]21 |f:1.2|. Procedure: To a 0 C solution of Example 19 (0.100 g, 0.32 mmol) in THF (3 mL) add potassium tert-butoxide (0.090 g, 0.81 mmol) followed by methoxymethyl chloride (MOM-Cl) (0.061 mL, 0.81 mmol). Remove the ice bath and stir for 1 h at room temperature. Pour the contents into ½ satd. NaHCO3 (50 mL) and extract with Et2O (2×25 mL) and EtOAc (2×25 mL). Wash the combine organic extracts with brine (50 mL), dry over Na2SO4, and concentrate to afford a brown residue. Purify the residue by MPLC (0% to 25% to 50% E... Starting materials: [Al+3], COC(=O)c1cccc(F)c1NCCN(C)C, CCOCC, [F-], [H-], [H-], [H-], [H-], [Li+], [Na+], O. Yields the product CN(C)CCNc1c(F)cccc1CO. RXN SMILES: [Al+3:19].[CH3:1][N:2]([CH2:3][CH2:4][NH:5][c:6]1[c:7]([C:8](=[O:9])[O:10][CH3:11])[cH:12][cH:13][cH:14][c:15]1[F:16])[CH3:17].[CH3:24][CH2:25][O:26][CH2:27][CH3:28].[F-:29].[H-:18].[H-:21].[H-:22].[H-:23].[Li+:20].[Na+:30].[OH2:31]>>[CH3:1][N:2]([CH2:3][CH2:4][NH:5][c:6]1[c:7]([CH2:8][OH:9])[cH:12][cH:13][cH:14][c:15]1[F:16])[CH3:17]. Isolated yield 45.0%. Reaction SMILES: [C:1]1([CH2:7][CH2:8][CH:9]=[CH2:10])[CH:6]=[CH:5][CH:4]=[CH:3][CH:2]=1.[CH3:11][C:12]1[CH2:17][CH2:16][CH2:15][C:14](=[O:18])[CH:13]=1.C[Si](Cl)(C)C>C(Cl)Cl.CCOCC>[CH3:11][C:12]1([CH2:10][CH2:9][CH2:8][CH2:7][C:1]2[CH:6]=[CH:5][CH:4]=[CH:3][CH:2]=2)[CH:17]=[CH:16][CH2:15][C:14](=[O:18])[CH2:13]1. Product: EtOAc petrol, CC1(CC(CC=C1)=O)CCCCC1=CC=CC=C1 ((−)-3-methyl-3-(4-phenylbutyl)cyclohexenone). The reactants are C[Si](C)(C)Cl (TMSCl), CuOTf, complex, CC1=CC(CCC1)=O (3-methyl-2-cyclohexenone), EtOAc Petrol, C1(=CC=CC=C1)CCC=C (4-phenyl-1-butene). Conditions: time 20 minute. Run in CCOCC (Et2O), C(Cl)Cl (CH2Cl2). Procedure details: Cp2ZrHCl (103 mg, 0.40 mmol, 2.0 eq.) was added to a stirred, room temperature, solution of 4-phenyl-1-butene (0.08 mL, 0.5 mmol, 2.5 eq.) in CH2Cl2 (0.40 mL) under an argon atmosphere. After stirring for about 20 min, the resulting clear yellow solution was transferred via syringe over about 1 min to a clear colourless stirred solution of CuOTf-ligand complex (15.0 mg, 0.020 mmol, 0.10 eq.) in Et2O (2.0 mL) under an argon atmosphere. The resulting dark mixture was allowed to stir for an additio...